From a dataset of the Open Reaction Database (ORD), a public repository of structured organic reaction records. describe an organic reaction: reactants, conditions, products, and yield Reactants: C(C)(C)NC(=O)C1=CN(C2=NC=C(N=C21)C2=NN(C1=CC=C(C=C21)C=O)C)COCC[Si](C)(C)C (2-(5-formyl-1-methyl-1H-indazol-3-yl)-5-(2-trimethylsilanylethoxymethyl)-5H-pyrrolo[2,3-b]pyrazine-7-carboxylic acid isopropylamide), C[Mg]Br (methylmagnesium bromide). The solvent is C1CCOC1 (THF). Run at temperature 0 celsius, time 1 hour. The product is C(C)(C)NC(=O)C1=CN(C2=NC=C(N=C21)C2=NN(C1=CC=C(C=C21)C(C)O)C)COCC[Si](C)(C)C (2-[5-(1-hydroxy-ethyl)-1-methyl-1H-indazol-3-yl]-5-(2-trimethylsilanyl-ethoxymethyl)-5H-pyrrolo[2,3-b]pyrazine-7-carboxylic acid isopropylamide). Isolated yield 36.7%. Reaction SMILES: [CH:1]([NH:4][C:5]([C:7]1[C:15]2[C:10](=[N:11][CH:12]=[C:13]([C:16]3[C:24]4[C:19](=[CH:20][CH:21]=[C:22]([CH:25]=[O:26])[CH:23]=4)[N:18]([CH3:27])[N:17]=3)[N:14]=2)[N:9]([CH2:28][O:29][CH2:30][CH2:31][Si:32]([CH3:35])([CH3:34])[CH3:33])[CH:8]=1)=[O:6])([CH3:3])[CH3:2].[CH3:36][Mg]Br>C1COCC1>[CH:1]([NH:4][C:5]([C:7]1[C:15]2[C:10](=[N:11][CH:12]=[C:13]([C:16]3[C:24]4[C:19](=[CH:20][CH:21]=[C:22]([CH:25]([OH:26])[CH3:36])[CH:23]=4)[N:18]([CH3:27])[N:17]=3)[N:14]=2)[N:9]([CH2:28][O:29][CH2:30][CH2:31][Si:32]([CH3:33])([CH3:35])[CH3:34])[CH:8]=1)=[O:6])([CH3:3])[CH3:2]. Procedure details: In a round-bottomed flask, 2-(5-formyl-1-methyl-1H-indazol-3-yl)-5-(2-trimethylsilanylethoxymethyl)-5H-pyrrolo[2,3-b]pyrazine-7-carboxylic acid isopropylamide (111 mg, 0.225 mmol) was suspended in THF (3 ml). The pale yellow suspension was cooled to 0° C. and methylmagnesium bromide (3.0 M in diethyl ether, 0.23 ml, 0.69 mmol) was added dropwise. The dark red suspension was stirred at 0° C. for 1 h then quenched with saturated aqueous NH4Cl and extracted with dichloromethane (2×). The organic la... Reactants: Cl (HCl), O[C@H]1C[C@H]2[C@H](C[C@H]3[C@@H]4CC[C@H]([C@@H](CCC=C(C)C)C)[C@]4(CC[C@@H]3[C@]2(CC1)C)C)O (3α,6α-dihydroxy-5β-cholest-24-ene), C1(=CC=C(C=C1)S(=O)(=O)Cl)C (ρ-toluenesulfonyl chloride), ice water. Run in N1=CC=CC=C1 (pyridine). Run at time 48 hour. Yields the product S(=O)(=O)(C1=CC=C(C)C=C1)O[C@H]1C[C@H]2[C@H](C[C@H]3[C@@H]4CC[C@H]([C@@H](CCC=C(C)C)C)[C@]4(CC[C@@H]3[C@]2(CC1)C)C)OS(=O)(=O)C1=CC=C(C)C=C1 (3α,6α-ditosyloxy-5β-cholest-24-ene). Reaction SMILES: [OH:1][C@@H:2]1[CH2:26][CH2:25][C@@:24]2([CH3:27])[C@H:4]([C@@H:5]([OH:29])[CH2:6][C@@H:7]3[C@@H:23]2[CH2:22][CH2:21][C@@:20]2([CH3:28])[C@H:8]3[CH2:9][CH2:10][C@@H:11]2[C@H:12]([CH3:19])[CH2:13][CH2:14][CH:15]=[C:16]([CH3:18])[CH3:17])[CH2:3]1.[C:30]1([CH3:40])[CH:35]=[CH:34][C:33]([S:36](Cl)(=[O:38])=[O:37])=[CH:32][CH:31]=1.Cl>N1C=CC=CC=1>[S:36]([O:1][C@@H:2]1[CH2:26][CH2:25][C@@:24]2([CH3:27])[C@H:4]([C@@H:5]([O:29][S:36]([C:33]3[CH:34]=[CH:35][C:30]([CH3:40])=[CH:31][CH:32]=3)(=[O:38])=[O:37])[CH2:6][C@@H:7]3[C@@H:23]2[CH2:22][CH2:21][C@@:20]2([CH3:28])[C@H:8]3[CH2:9][CH2:10][C@@H:11]2[C@H:12]([CH3:19])[CH2:13][CH2:14][CH:15]=[C:16]([CH3:17])[CH3:18])[CH2:3]1)([C:33]1[CH:34]=[CH:35][C:30]([CH3:40])=[CH:31][CH:32]=1)(=[O:38])=[O:37]. Procedure: 3.5 g of 3α,6α-dihydroxy-5β-cholest-24-ene and 10.2 g of ρ-toluenesulfonyl chloride were dissolved in 90 ml of dry pyridine and then kept in a refrigerator for 48 hours. The mixture was poured into 300 ml of ice-water and the pH adjusted to 3 by adding concentrated HCl. After stirring for 30 minutes, the precipitate was removed by filtration, washed 4 times with 100 ml portions of water and dissolved in 300 ml of chloroform. The chloroform solution was washed with 30 ml of 5% sodium bicarbonate ... The reactants are 28.4, N(=C=S)C1CCN(CC1)CC1=CC=CC=C1 (4-isothiocyanato-1-(phenylmethyl)piperidine), C(OCC1=CC=CC=C1)(=O)Cl ((phenylmethyl) carbonochloridate). Solvent: CC1=CC=CC=C1 (methylbenzene). Run at time 8 hour. Product: 32, N(=C=S)C1CCN(CC1)C(=O)OCC1=CC=CC=C1 ((phenylmethyl) 4-isothiocyanato-1-piperidinecarboxylate). Isolated yield 97.0%. RXN SMILES: [N:1]([CH:4]1[CH2:9][CH2:8][N:7](CC2C=CC=CC=2)[CH2:6][CH2:5]1)=[C:2]=[S:3].[C:17](Cl)(=[O:26])[O:18][CH2:19][C:20]1[CH:25]=[CH:24][CH:23]=[CH:22][CH:21]=1>CC1C=CC=CC=1>[N:1]([CH:4]1[CH2:9][CH2:8][N:7]([C:17]([O:18][CH2:19][C:20]2[CH:25]=[CH:24][CH:23]=[CH:22][CH:21]=2)=[O:26])[CH2:6][CH2:5]1)=[C:2]=[S:3]. Reported procedure: To a stirred solution of 28.4 parts of 4-isothiocyanato-1-(phenylmethyl)piperidine in 315 parts of methylbenzene are added dropwise 41 parts of (phenylmethyl) carbonochloridate at room temperature. Upon completion, the whole is heated to reflux and stirring is continued overnight at reflux temperature. The reaction mixture is cooled and the solvent is evaporated. The residue is purified by column-chromatography over silica gel using trichloromethane as eluent. The pure fractions are collected an... Starting materials: ClCCO (2-Chloroethanol), COC1=C(C(C2=CC=CC=C2)(C2=CC=CC=C2)Cl)C=CC=C1 (monomethoxytrityl chloride), O (water). Solvent: N1=CC=CC=C1 (pyridine). Conditions: time 30 minute. Product: COC1=C(C(C2=CC=CC=C2)(C2=CC=CC=C2)OCCCl)C=CC=C1 (2-chloroethyl monomethoxytrityl ether). Isolated yield 91.0%. RXN SMILES: [Cl:1][CH2:2][CH2:3][OH:4].[CH3:5][O:6][C:7]1[CH:26]=[CH:25][CH:24]=[CH:23][C:8]=1[C:9](Cl)([C:16]1[CH:21]=[CH:20][CH:19]=[CH:18][CH:17]=1)[C:10]1[CH:15]=[CH:14][CH:13]=[CH:12][CH:11]=1.O>N1C=CC=CC=1>[CH3:5][O:6][C:7]1[CH:26]=[CH:25][CH:24]=[CH:23][C:8]=1[C:9]([O:4][CH2:3][CH2:2][Cl:1])([C:10]1[CH:11]=[CH:12][CH:13]=[CH:14][CH:15]=1)[C:16]1[CH:21]=[CH:20][CH:19]=[CH:18][CH:17]=1. Reported procedure: 2-Chloroethanol (4.02 ml, 60 mmol) and monomethoxytrityl chloride (9.2643 g, 30 mmol) were stirred in pyridine (150 ml) at room temperature for 3 hours. Cold water (15 ml) was added to the reaction solution and the mixture was stirred for 30 minutes, and the reaction mixture was extracted with chloroform (500 ml) and washed with water (200 ml ×3 times). The organic layer was dried with anhydrous magnesium sulfate. The magnesium sulfate was removed by filtration and the filtrate was distilled und... Reactants: BrC1=NC(=CC=C1)COC (2-bromo-6-methoxymethylpyridine), C(C(C)(C)C)(=O)[NH-] (pivaloyl amide), C([O-])([O-])=O.[Cs+].[Cs+] (cesium carbonate), C1(=CC=CC=C1)P(C1=CC=CC=2C(C3=CC=CC(=C3OC12)P(C1=CC=CC=C1)C1=CC=CC=C1)(C)C)C1=CC=CC=C1 (4.5-bis(diphenylphosphino)-9,9-dimethylxanthene). Reagents/catalysts: C(C)(=O)[O-].[Pd+2].C(C)(=O)[O-] (palladium acetate). The solvent is O1CCOCC1 (1,4-dioxan). Run at temperature 150 celsius, time 30 minute. Yields the product COCC1=CC=CC(=N1)NC(C(C)(C)C)=O (N-(6-methoxymethylpyridin-2-yl)-2,2-dimethylpropionamide). RXN SMILES: Br[C:2]1[CH:7]=[CH:6][CH:5]=[C:4]([CH2:8][O:9][CH3:10])[N:3]=1.[C:11]([NH-:17])(=[O:16])[C:12]([CH3:15])([CH3:14])[CH3:13].C(=O)([O-])[O-].[Cs+].[Cs+].C1(P(C2C=CC=CC=2)C2C3OC4C(=CC=CC=4P(C4C=CC=CC=4)C4C=CC=CC=4)C(C)(C)C=3C=CC=2)C=CC=CC=1>C([O-])(=O)C.[Pd+2].C([O-])(=O)C.O1CCOCC1>[CH3:10][O:9][CH2:8][C:4]1[N:3]=[C:2]([NH:17][C:11](=[O:16])[C:12]([CH3:15])([CH3:14])[CH3:13])[CH:7]=[CH:6][CH:5]=1 |f:2.3.4,6.7.8|. Procedure details: A mixture of 2-bromo-6-methoxymethylpyridine [1.00 g; J Heterocyclic Chem., 30, 563, (1993)], pivaloyl amide (0.756 g), palladium acetate (0.112 g), cesium carbonate (2.40 g), 4.5-bis(diphenylphosphino)-9,9-dimethylxanthene (0.434 g) and 1,4-dioxan (5 ml) were sealed in a microwave vial and heated in a microwave oven with stirring for 30 minutes at 150° C. This process was repeated with a second batch of reagents and the products combined, the insoluble material filtered from solution and the fi... Starting materials: O=C(CCCCCCN1C(C=2C(C1=O)=CC=CC2)=O)C (N-(7-oxooctyl)phthalimide), C(CO)O (ethylene glycol), C1(=CC=C(C=C1)S(=O)(=O)O)C (p-toluenesulfonic acid). Run in C1=CC=CC=C1 (benzene). The product is CC1(OCCO1)CCCCCCN1C(C=2C(C1=O)=CC=CC2)=O (N-[6-(2-Methyl-1,3-dioxolan-2-yl)hexyl]phthalimide). As a reaction SMILES: [O:1]=[C:2]([CH3:20])[CH2:3][CH2:4][CH2:5][CH2:6][CH2:7][CH2:8][N:9]1[C:13](=[O:14])[C:12]2=[CH:15][CH:16]=[CH:17][CH:18]=[C:11]2[C:10]1=[O:19].[CH2:21](O)[CH2:22][OH:23].C1(C)C=CC(S(O)(=O)=O)=CC=1>C1C=CC=CC=1>[CH3:20][C:2]1([CH2:3][CH2:4][CH2:5][CH2:6][CH2:7][CH2:8][N:9]2[C:13](=[O:14])[C:12]3=[CH:15][CH:16]=[CH:17][CH:18]=[C:11]3[C:10]2=[O:19])[O:23][CH2:22][CH2:21][O:1]1. Reported procedure: A mixture of 142.0 g (0.52 mole) of N-(7-oxooctyl)phthalimide, 60 ml of ethylene glycol, 5.80 g of p-toluenesulfonic acid and 290 ml of benzene was refluxed overnight using a Dean-Stark trap to collect the azeotrope. The reaction was cooled, treated with 2 N NaOH solution, the organic layer separated, dried over anhydrous potassium carbonate, filtered and stripped to give 125.25 g of orange oil, 76% pure by gc (SE-30, 90°-280°@16°/min). Reactants: O=C([O-])[O-], CC#N, N#CCCl, [I-], [K+], [K+], [K+], O, COc1cc(CCNC(=O)OC(C)(C)C)ccc1O. Product: COc1cc(CCNC(=O)OC(C)(C)C)ccc1OCC#N. RXN SMILES: [C:5](=[O:6])([O-:7])[O-:8].[CH3:32][C:33]#[N:34].[Cl:1][CH2:2][C:3]#[N:4].[I-:12].[K+:10].[K+:11].[K+:9].[OH2:35].[OH:13][c:14]1[c:15]([O:30][CH3:31])[cH:16][c:17]([CH2:18][CH2:19][NH:20][C:21]([O:22][C:23]([CH3:24])([CH3:25])[CH3:26])=[O:27])[cH:28][cH:29]1>>[CH2:2]([C:3]#[N:4])[O:13][c:14]1[c:15]([O:30][CH3:31])[cH:16][c:17]([CH2:18][CH2:19][NH:20][C:21]([O:22][C:23]([CH3:24])([CH3:25])[CH3:26])=[O:27])[cH:28][cH:29]1.